Dataset: the Open Reaction Database (ORD), a public repository of structured organic reaction records. Task: describe an organic reaction: reactants, conditions, products, and yield Starting materials: CCCCCC, CO, CC(C(N)=O)c1ccc2c(c1)C(=O)Cc1ccc(Cl)cc1S2, Cl, [K+], C1CCOC1, [OH-], O. Yields the product CC(C(=O)O)c1ccc2c(c1)C(=O)Cc1ccc(Cl)cc1S2. As a reaction SMILES: [CH3:26][CH2:27][CH2:28][CH2:29][CH2:30][CH3:31].[CH3:33][OH:34].[Cl:1][c:2]1[cH:3][c:4]2[c:5]([cH:21][cH:22]1)[CH2:6][C:7](=[O:20])[c:8]1[c:9]([cH:11][cH:12][c:13]([CH:15]([C:16](=[O:17])[NH2:18])[CH3:19])[cH:14]1)[S:10]2.[ClH:25].[K+:24].[O:35]1[CH2:36][CH2:37][CH2:38][CH2:39]1.[OH-:23].[OH2:32]>>[Cl:1][c:2]1[cH:3][c:4]2[c:5]([cH:21][cH:22]1)[CH2:6][C:7](=[O:20])[c:8]1[c:9]([cH:11][cH:12][c:13]([CH:15]([C:16](=[O:17])[OH:23])[CH3:19])[cH:14]1)[S:10]2.